describe an organic reaction: reactants, conditions, products, and yield From a dataset of the Open Reaction Database (ORD), a public repository of structured organic reaction records. The reactants are N1[C@H](C(=O)OC(C)(C)C)CCC1 (H-Pro-OtBu), N([C@@H]([C@H](OC(C)(C)C)C)C(=O)O)C(=O)OCC1=CC=CC=C1 (Z-Thr(tBu)-OH), CN1CCOCC1 (N-methylmorpholine), C(C(C)C)OC(=O)Cl (chloroformic acid-isobutylester). Run in O1CCCC1 (tetrahydrofuran), O1CCCC1 (tetrahydrofuran). Run at time 20 minute. The product is N([C@@H]([C@H](OC(C)(C)C)C)C(=O)N1[C@H](C(=O)OC(C)(C)C)CCC1)C(=O)OCC1=CC=CC=C1 (Z-Thr(tBu)-Pro-OtBu). RXN SMILES: [NH:1]([C:13]([O:15][CH2:16][C:17]1[CH:22]=[CH:21][CH:20]=[CH:19][CH:18]=1)=[O:14])[C@H:2]([C:10]([OH:12])=O)[C@@H:3]([CH3:9])[O:4][C:5]([CH3:8])([CH3:7])[CH3:6].CN1CCOCC1.C(OC(Cl)=O)C(C)C.[NH:38]1[CH2:49][CH2:48][CH2:47][C@H:39]1[C:40]([O:42][C:43]([CH3:46])([CH3:45])[CH3:44])=[O:41]>O1CCCC1>[NH:1]([C:13]([O:15][CH2:16][C:17]1[CH:22]=[CH:21][CH:20]=[CH:19][CH:18]=1)=[O:14])[C@H:2]([C:10]([N:38]1[CH2:49][CH2:48][CH2:47][C@H:39]1[C:40]([O:42][C:43]([CH3:45])([CH3:46])[CH3:44])=[O:41])=[O:12])[C@@H:3]([CH3:9])[O:4][C:5]([CH3:6])([CH3:7])[CH3:8]. Procedure details: To a solution of 6.3 g of Z-Thr(tBu)-OH and 2.34 ml of N-methylmorpholine in 100 ml of tetrahydrofuran are added at -17°C 3.0 ml of chloroformic acid-isobutylester, the batch stirred for 20 minutes at this temperature, then reacted with 6.7 g of H-Pro-OtBu in 100 ml of tetrahydrofuran. The batch is allowed to stand at room temperature overnight, then filtered, the filtrate evaporated to dryness under vacuum, the residue dissolved in ethyl acetate and extracted several times with dilute aqueous c... Product: C(C1=CC=CC=C1)N1CCC(=CC1)C=1SC2=C(C1)C=CC=C2 (1-Benzyl-4-(benzothiophen-2-yl)-1,2,3,6-tetrahydropyridine). Procedure: To a solution of benzothiophene (3 g, 22.4 mmol) in anhydrous tetrahydrofuran (50 ml) at -10° C. under nitrogen was added n-butyllithium (9.83 ml of a 2.5M solution in toluene), the mixture was allowed to warm to room temperature and stirred for 1 hr. The reaction mixture was cooled to -40° C. and 1-benzyl-4-piperidone (4.23 g, 22.4 mmol) added, allowed to warm to room temperature and stirred for 14 hr. The reaction mixture was concentrated in vacuo and trifluoroacetic acid (10 ml) added. This m... Run in O1CCCC1 (tetrahydrofuran), C1(=CC=CC=C1)C (toluene). Run at time 1 hour. Isolated yield 61.4%. Reactants: C(C1=CC=CC=C1)N1CCC(CC1)=O (1-benzyl-4-piperidone), S1C=CC2=C1C=CC=C2 (benzothiophene), C(CCC)[Li] (n-butyllithium), solution. Reaction SMILES: [S:1]1[C:5]2[CH:6]=[CH:7][CH:8]=[CH:9][C:4]=2[CH:3]=[CH:2]1.C([Li])CCC.[CH2:15]([N:22]1[CH2:27][CH2:26][C:25](=O)[CH2:24][CH2:23]1)[C:16]1[CH:21]=[CH:20][CH:19]=[CH:18][CH:17]=1>O1CCCC1.C1(C)C=CC=CC=1>[CH2:15]([N:22]1[CH2:23][CH:24]=[C:25]([C:2]2[S:1][C:5]3[CH:6]=[CH:7][CH:8]=[CH:9][C:4]=3[CH:3]=2)[CH2:26][CH2:27]1)[C:16]1[CH:21]=[CH:20][CH:19]=[CH:18][CH:17]=1. Reaction SMILES: [CH2:1]([CH3:2])[c:3]1[cH:4][cH:5][c:6](-[c:9]2[cH:10][c:11]([CH3:26])[c:12]([C:21](=[O:22])[O:23][CH2:24][CH3:25])[n:13][c:14]2-[c:15]2[cH:16][cH:17][cH:18][cH:19][cH:20]2)[cH:7][cH:8]1.[CH3:32][OH:33].[S:27](=[O:28])(=[O:29])([OH:30])[OH:31]>>[CH2:1]([CH3:2])[c:3]1[cH:4][cH:5][c:6](-[c:9]2[cH:10][c:11]([CH3:26])[c:12]([C:21](=[O:22])[O:23][CH3:24])[n:13][c:14]2-[c:15]2[cH:16][cH:17][cH:18][cH:19][cH:20]2)[cH:7][cH:8]1. Reactants: CCOC(=O)c1nc(-c2ccccc2)c(-c2ccc(CC)cc2)cc1C, CO, O=S(=O)(O)O. The product is CCc1ccc(-c2cc(C)c(C(=O)OC)nc2-c2ccccc2)cc1. Reactants: C12C(C3CC(CC(C1)C3)C2)NC(=O)C=2C=NN(C2Cl)C2=CC=CC=C2 (5-chloro-1-phenyl-1H-pyrazole-4-carboxylic acid adamantan-2-ylamide), C12C(C3CC(CC(C1)C3)C2)NC(=O)C=2C=NN(C2Cl)C2=CC=CC=C2 (5-chloro-1-phenyl-1H-pyrazole-4-carboxylic acid adamantan-2-ylamide), N1CCCC1 (pyrrolidine). Product: C12C(C3CC(CC(C1)C3)C2)NC(=O)C=2C=NN(C2N2CCCC2)C2=CC=CC=C2 (Phenyl-5-pyrrolidin-1-y1-1H-pyrazole-4-carboxylic acid adamantan-2-ylamide). As a reaction SMILES: [CH:1]12[CH2:10][CH:5]3[CH2:6][CH:7]([CH2:9][CH:3]([CH2:4]3)[CH:2]1[NH:11][C:12]([C:14]1[CH:15]=[N:16][N:17]([C:20]3[CH:25]=[CH:24][CH:23]=[CH:22][CH:21]=3)[C:18]=1Cl)=[O:13])[CH2:8]2.[NH:26]1[CH2:30][CH2:29][CH2:28][CH2:27]1>>[CH:1]12[CH2:10][CH:5]3[CH2:6][CH:7]([CH2:9][CH:3]([CH2:4]3)[CH:2]1[NH:11][C:12]([C:14]1[CH:15]=[N:16][N:17]([C:20]3[CH:25]=[CH:24][CH:23]=[CH:22][CH:21]=3)[C:18]=1[N:26]1[CH2:30][CH2:29][CH2:28][CH2:27]1)=[O:13])[CH2:8]2. Reported procedure: Phenyl-5-pyrrolidin-1-y1-1H-pyrazole-4-carboxylic acid adamantan-2-ylamide was prepared using Procedure A from 5-chloro-1-phenyl-1H-pyrazole-4-carboxylic acid adamantan-2-ylamide (Intermediate 3) and pyrrolidine. Mass spectrum (ES) MH+=391.